Dataset: the Open Reaction Database (ORD), a public repository of structured organic reaction records. Task: describe an organic reaction: reactants, conditions, products, and yield Starting materials: Cl, OO, O=C(O)c1cccnc1O. Product: O=C(O)c1cc(Cl)cnc1O. As a reaction SMILES: [ClH:11].[OH:12][OH:13].[OH:1][c:2]1[c:3]([C:4](=[O:5])[OH:6])[cH:7][cH:8][cH:9][n:10]1>>[OH:1][c:2]1[c:3]([C:4](=[O:5])[OH:6])[cH:7][c:8]([Cl:11])[cH:9][n:10]1. Reactants: [N+](=O)([O-])C1=CC=C2CCC=3C=CC=C1C32 (5-Nitroacenaphthene), stannous chloride, [Sn] (tin), C1CC2=CC=CC3=CC=CC1=C23 (acenaphthene), [N+](=O)(O)[O-] (nitric acid), NN (hydrazine). Reagents/catalysts: [Ni] (Raney nickel). Solvent: C(C)(=O)O (acetic acid), C(C)O (ethanol), Cl (hydrochloric acid). Product: NC1=CC=C2CCC=3C=CC=C1C32 (5-aminoacenaphthene). As a reaction SMILES: [N+:1]([C:4]1[C:14]2[C:15]3[C:7]([CH2:8][CH2:9][C:10]=3[CH:11]=[CH:12][CH:13]=2)=[CH:6][CH:5]=1)([O-])=O.C1C2=C3C(=CC=C2)C=CC=C3C1.[N+]([O-])(O)=O.[Sn].NN>Cl.[Ni].C(O)C.C(O)(=O)C>[NH2:1][C:4]1[C:14]2[C:15]3[C:7]([CH2:8][CH2:9][C:10]=3[CH:11]=[CH:12][CH:13]=2)=[CH:6][CH:5]=1 |^3:31|. Procedure details: 5-Nitroacenaphthene is made by nitrating acenaphthene with nitric acid in the presence of acetic acid according to the method of Rowe and Davies, J. Chem. Soc. 117, 1346 (1920). Standard reduction methods using tin or stannous chloride in hydrochloric acid or by using Raney nickel with ethanol or hydrazine produces 5-aminoacenaphthene. Reactants: CN1C=2C=CC(=CC2C2=C1NC(C1=CC=CC=C21)=O)Cl (7-methyl-10-chloro-7H-indolo(2,3-c)isoquinolin-5(6H)-one), [H-].[Na+] (sodium hydride), C1(CC1)CBr (cyclopropylmethyl bromide). Yields the product C1(CC1)COC1=NC2=C(C3=CC=CC=C13)C=1C=C(C=CC1N2C)Cl (5-Cyclopropylmethyloxy-7-methyl-10-chloro-7H-indolo(2,3-c)isoquinoline). RXN SMILES: [CH3:1][N:2]1[C:10]2[NH:11][C:12](=[O:19])[C:13]3[C:18]([C:9]=2[C:8]2[CH:7]=[C:6]([Cl:20])[CH:5]=[CH:4][C:3]1=2)=[CH:17][CH:16]=[CH:15][CH:14]=3.[H-].[Na+].[CH:23]1([CH2:26]Br)[CH2:25][CH2:24]1>>[CH:23]1([CH2:26][O:19][C:12]2[C:13]3[C:18](=[CH:17][CH:16]=[CH:15][CH:14]=3)[C:9]3[C:8]4[CH:7]=[C:6]([Cl:20])[CH:5]=[CH:4][C:3]=4[N:2]([CH3:1])[C:10]=3[N:11]=2)[CH2:25][CH2:24]1 |f:1.2|. Procedure: 5-Cyclopropylmethyloxy-7-methyl-10-chloro-7H-indolo(2,3-c)isoquinoline (melting point 141°-142° C.) is prepared from 7-methyl-10-chloro-7H-indolo(2,3-c)isoquinolin-5(6H)-one, sodium hydride and cyclopropylmethyl bromide by the method described in Example 8. Reactants: CC1(OC2=CC(=C(C=C2C(C1)(C)C)C(C)=O)C)C (2,2,4,4,7-pentamethyl-6-acetylchroman), CC1(OC2=CC(=C(C=C2C(C1)(C)C)C(C)=O)C)C (2,2,4,4,7-pentamethyl-6-acetylchroman), Cl[O-].[Na+] (sodium hypochlorite), solution, [OH-].[Na+] (sodium hydroxide). The solvent is O (water), O1CCOCC1 (dioxane). Reaction conditions: temperature 45 celsius, time 48 hour. The product is CC1(OC2=CC(=C(C=C2C(C1)(C)C)C(=O)O)C)C (2,2,4,4,7-Pentamethyl-6-carboxychroman). As a reaction SMILES: [CH3:1][C:2]1([CH3:18])[CH2:11][C:10]([CH3:13])([CH3:12])[C:9]2[C:4](=[CH:5][C:6]([CH3:17])=[C:7]([C:14](=[O:16])C)[CH:8]=2)[O:3]1.Cl[O-:20].[Na+].[OH-].[Na+]>O.O1CCOCC1>[CH3:18][C:2]1([CH3:1])[CH2:11][C:10]([CH3:12])([CH3:13])[C:9]2[C:4](=[CH:5][C:6]([CH3:17])=[C:7]([C:14]([OH:16])=[O:20])[CH:8]=2)[O:3]1 |f:1.2,3.4|. Procedure details: A mixture of 950 mg (3.9 mmol) of 2,2,4,4,7-pentamethyl-6-acetylchroman (Compound 53), 100 ml of 10% sodium hypochlorite solution, 10 ml of a solution of 1.52 g (38 mmol) of sodium hydroxide in water and 10 ml of dioxane was heated at 45° C. for 72 hours. The mixture was cooled to room temperature and washed with 2×25 ml of ether. The aqueous layer was then treated with sodium metabisulphite until it was negative to the potassium iodide-starch test. The aqueous layer was acidified to pH=2 with d... The reactants are O (water), CN(C(=N)N(C)C)C (1,1,3,3-Tetramethylguanidine), COC(C(NC(C1=C(C=C(C=C1)C(=O)NCC1=CC(=CC=C1)OCOC)Cl)=O)P(=O)(OC)OC)=O (rac.-N-[2-chloro-4-[[(3-methoxymethoxybenzyl) amino]carbonyl]benzoyl]-2-(dimethoxyphosphinyl)glycine methyl ester), C(=O)C1=C(C=CC=C1)S(=O)(=O)N (formylbenzenesulfonamide). Run in COCCOC (DME). Conditions: time 20 hour. The product is COC(/C(=C/C1=CC=C(C=C1)S(=O)(=O)N)/NC(C1=C(C=C(C=C1)C(=O)NCC1=CC(=CC=C1)OCOC)Cl)=O)=O ((Z)-3-(4-aminosulfonylphenyl)-2-[[2-chloro-4-[[(3-methoxymethoxybenzyl)amino]carbonyl]benzoyl]amino]propenoic acid methyl ester). RXN SMILES: [CH3:1]N(C)C(N(C)C)=N.[CH3:9][O:10][C:11](=[O:43])[CH:12](P(OC)(OC)=O)[NH:13][C:14](=[O:36])[C:15]1[CH:20]=[CH:19][C:18]([C:21]([NH:23][CH2:24][C:25]2[CH:30]=[CH:29][CH:28]=[C:27]([O:31][CH2:32][O:33][CH3:34])[CH:26]=2)=[O:22])=[CH:17][C:16]=1[Cl:35].C([C:46]1[CH:51]=[CH:50][CH:49]=[CH:48][C:47]=1[S:52]([NH2:55])(=[O:54])=[O:53])=O.O>COCCOC>[CH3:9][O:10][C:11](=[O:43])/[C:12](/[NH:13][C:14](=[O:36])[C:15]1[CH:20]=[CH:19][C:18]([C:21]([NH:23][CH2:24][C:25]2[CH:30]=[CH:29][CH:28]=[C:27]([O:31][CH2:32][O:33][CH3:34])[CH:26]=2)=[O:22])=[CH:17][C:16]=1[Cl:35])=[CH:1]/[C:50]1[CH:51]=[CH:46][C:47]([S:52]([NH2:55])(=[O:53])=[O:54])=[CH:48][CH:49]=1. Procedure details: 1,1,3,3-Tetramethylguanidine (0.046 g, 0.40 mmol) was added to a solution of rac.-N-[2-chloro-4-[[(3-methoxymethoxybenzyl)amino]carbonyl]benzoyl]-2-(dimethoxyphosphinyl)glycine methyl ester (Example 142; 0.047 g, 0.10 mmol) and 4-15 formylbenzenesulfonamide (lit.: Van Es, T.; Staskun, B. Organic Syntheses 1971, 51, 20-23; 0.019 g, 0.10 mmol) in DME (4 mL). The solution was stirred at room temperature for 20 h and then was poured into water (25 mL). The aqueous layer was extracted with ethyl acet... The reactants are [N+](=O)([O-])C1=CC=CC=2C(C3=CC(=CC=C3C(C12)=O)[N+](=O)[O-])=O (1,6-dinitroanthraquinone), N (ammonia). Run in CCCCC (n-pentane). Product: NC1=CC=CC=2C(C3=CC(=CC=C3C(C12)=O)[N+](=O)[O-])=O (1-amino-6-nitroanthraquinone). Isolated yield 91.5%. RXN SMILES: [N+:1]([C:4]1[C:17]2[C:16](=[O:18])[C:15]3[C:10](=[CH:11][C:12]([N+:19]([O-:21])=[O:20])=[CH:13][CH:14]=3)[C:9](=[O:22])[C:8]=2[CH:7]=[CH:6][CH:5]=1)([O-])=O.N>CCCCC>[NH2:1][C:4]1[C:17]2[C:16](=[O:18])[C:15]3[C:10](=[CH:11][C:12]([N+:19]([O-:21])=[O:20])=[CH:13][CH:14]=3)[C:9](=[O:22])[C:8]=2[CH:7]=[CH:6][CH:5]=1. Reported procedure: 310 g of 1,6-dinitroanthraquinone (96%) were reacted 0.5 hours with 340 g of ammonia (molar ratio 20:1; pressure 80 atms) in 1 liter of n-pentane in an autoclave at 150° C.; the reaction mixture obtained was freed from the solvent by distillation. Residue: 269 g of a 91.5% 1-amino-6-nitroanthraquinone (89% of the theoretical yield).